Dataset: the Open Reaction Database (ORD), a public repository of structured organic reaction records. Task: describe an organic reaction: reactants, conditions, products, and yield Yields the product Cl.ClC=1C=C(C=CC1Cl)C(CCN1CCC(CC1)C=1C(=NC=CC1)F)C1N(C(C2=CC(=CC=C12)OC)=O)C (3-[1-(3,4-Dichlorophenyl)-3-(4-(2-fluoro-3-pyridyl)piperidino)propyl]-6-methoxy-2-methyl-2,3-dihydroisoindol-1-one hydrochloride). Yield: 86.0%. Procedure: 3-(3,4-Dichlorophenyl)-3-(5-methoxy-2-methyl-3-oxo-2,3-dihydro-1H-isoindol-1-yl)propionaldehyde (0.38 g) was coupled to 4-(2-fluoro-3-pyridyl)piperidine (0.47 g) by a method similar to that described in Example 8. The reaction product was purified by chromatography and converted to the corresponding hydrochloride salt as described in the Example 8 to afford the title compound (0.25 g); mp 99°-148° C. (d); MS: m/z=542(M+1); NMR(CD3OD) : 2.1 (m,4), 2.5-2.6 (m,2), 2.9 (m,1), 3.1-3.2 (m,5), 3.6-3.8 ... RXN SMILES: [Cl:1][C:2]1[CH:3]=[C:4]([CH:9]([CH:13]2[C:21]3[C:16](=[CH:17][C:18]([O:22][CH3:23])=[CH:19][CH:20]=3)[C:15](=[O:24])[N:14]2[CH3:25])[CH2:10][CH:11]=O)[CH:5]=[CH:6][C:7]=1[Cl:8].[F:26][C:27]1[C:32]([CH:33]2[CH2:38][CH2:37][NH:36][CH2:35][CH2:34]2)=[CH:31][CH:30]=[CH:29][N:28]=1>>[ClH:1].[Cl:1][C:2]1[CH:3]=[C:4]([CH:9]([CH:13]2[C:21]3[C:16](=[CH:17][C:18]([O:22][CH3:23])=[CH:19][CH:20]=3)[C:15](=[O:24])[N:14]2[CH3:25])[CH2:10][CH2:11][N:36]2[CH2:37][CH2:38][CH:33]([C:32]3[C:27]([F:26])=[N:28][CH:29]=[CH:30][CH:31]=3)[CH2:34][CH2:35]2)[CH:5]=[CH:6][C:7]=1[Cl:8] |f:2.3|. The reactants are ClC=1C=C(C=CC1Cl)C(CC=O)C1N(C(C2=CC(=CC=C12)OC)=O)C (3-(3,4-Dichlorophenyl)-3-(5-methoxy-2-methyl-3-oxo-2,3-dihydro-1H-isoindol-1-yl)propionaldehyde), FC1=NC=CC=C1C1CCNCC1 (4-(2-fluoro-3-pyridyl)piperidine). Starting materials: C(C)OC1=CCC=2C=CC=C(C2C1)NC=1OC(=CN1)C1=CC=CC=C1 (N-(7-ethoxy-5,8-dihydronaphthalen-1-yl)-5-phenyl-1,3-oxazol-2-amine), C(C)OC1=CCC=2C=CC=C(C2C1)NC=1OC(=CN1)C1=CC=C(C=C1)C(F)(F)F (N-(7-ethoxy-5,8-dihydronaphthalen-1-yl)-5-[4-(trifluoromethyl)phenyl]-1,3-oxazol-2-amine). The product is C1(=CC=CC=C1)C1=CN=C(O1)NC=1C=CC=C2CCC(CC12)=O (8-[(5-phenyl-1,3-oxazol-2-yl)amino]-3,4-dihydronaphthalen-2(1H)-one). As a reaction SMILES: C([O:3][C:4]1[CH2:13][C:12]2[C:11]([NH:14][C:15]3[O:16][C:17]([C:20]4[CH:25]=[CH:24][CH:23]=[CH:22][CH:21]=4)=[CH:18][N:19]=3)=[CH:10][CH:9]=[CH:8][C:7]=2[CH2:6][CH:5]=1)C.C(OC1CC2C(NC3OC(C4C=CC(C(F)(F)F)=CC=4)=CN=3)=CC=CC=2CC=1)C>>[C:20]1([C:17]2[O:16][C:15]([NH:14][C:11]3[CH:10]=[CH:9][CH:8]=[C:7]4[C:12]=3[CH2:13][C:4](=[O:3])[CH2:5][CH2:6]4)=[N:19][CH:18]=2)[CH:21]=[CH:22][CH:23]=[CH:24][CH:25]=1. Procedure details: The title compound was prepared using the procedure as described in Example 1I, substituting the product of Example 11B for the product of Example 1H.